From a dataset of the Open Reaction Database (ORD), a public repository of structured organic reaction records. describe an organic reaction: reactants, conditions, products, and yield The reactants are [N+](=O)([O-])C1=CC=C(C=C1)C1=CC=C(C=C1)OC1CN2CCC1CC2 (3-[(4′-nitro-1,1′-biphenyl-4-yl)oxy]quinuclidine), C(\C=C\C(=O)O)(=O)O (fumaric acid). Solvent: C(C)(=O)OCC.C(C)O (ethyl acetate ethanol). The product is C(\C=C\C(=O)O)(=O)O.[N+](=O)([O-])C1=CC=C(C=C1)C1=CC=C(C=C1)OC1CN2CCC1CC2.[N+](=O)([O-])C2=CC=C(C=C2)C2=CC=C(C=C2)OC2CN1CCC2CC1 (3-[(4′-nitro-1,1′-biphenyl-4-yl)oxy]quinuclidine hemifumarate). Reaction SMILES: [N+:1]([C:4]1[CH:9]=[CH:8][C:7]([C:10]2[CH:15]=[CH:14][C:13]([O:16][CH:17]3[CH:22]4[CH2:23][CH2:24][N:19]([CH2:20][CH2:21]4)[CH2:18]3)=[CH:12][CH:11]=2)=[CH:6][CH:5]=1)([O-:3])=[O:2].[C:25]([OH:32])(=[O:31])/[CH:26]=[CH:27]/[C:28]([OH:30])=[O:29]>C(OCC)(=O)C.C(O)C>[C:25]([OH:32])(=[O:31])/[CH:26]=[CH:27]/[C:28]([OH:30])=[O:29].[N+:1]([C:4]1[CH:9]=[CH:8][C:7]([C:10]2[CH:11]=[CH:12][C:13]([O:16][CH:17]3[CH:22]4[CH2:23][CH2:24][N:19]([CH2:20][CH2:21]4)[CH2:18]3)=[CH:14][CH:15]=2)=[CH:6][CH:5]=1)([O-:3])=[O:2].[N+:1]([C:4]1[CH:9]=[CH:8][C:7]([C:10]2[CH:11]=[CH:12][C:13]([O:16][CH:17]3[CH:22]4[CH2:23][CH2:24][N:19]([CH2:20][CH2:21]4)[CH2:18]3)=[CH:14][CH:15]=2)=[CH:6][CH:5]=1)([O-:3])=[O:2] |f:2.3,4.5.6|. Reported procedure: The product of Example 5A (33 mg, 0.1 mmol) in ethyl acetate/ethanol (3 mL, 1:1) was treated with fumaric acid (12 mg, 0.1 mmol) at ambient temperature for 10 hours. The title compound was obtained as a solid (14 mg, yield, 36%). 1H NMR (MeOH-d4, 300 MHz) δ 1.70-1.83 (m, 1H), 1.85-2.09 (m, 2H), 2.17-2.30 (m, 1H), 2.39-2.47 (m, 1H), 3.06-3.35 (m, 5H), 3.60-3.72 (m, 1H), 6.67 (s, 1H), 7.09 (dt, J=8.8, 2.5 Hz, 2H), 7.70 (dt, J=9.2, 2.3 Hz, 2H), 7.83 (dt, J=8.8, 2.4 Hz, 2H), 8.29 (dt, J=8.8, 2.3 Hz,...